From a dataset of the Open Reaction Database (ORD), a public repository of structured organic reaction records. describe an organic reaction: reactants, conditions, products, and yield Procedure details: A solution of 200 mg of 4-(α-phosphonoacetamido)-picolinic acid in 50 ml of water is hydrogenated over 1.0 g of platinum oxide at 3 atmospheres pressure for 8 hours. After filtration and evaporation to dryness the residue is triturated with ethanol to afford 4-(α-phosphonoacetamido)-piperidine-2-carboxylic acid as a mixture of cis and trans isomers. Starting materials: P(=O)(O)(O)CC(=O)NC1=CC(=NC=C1)C(=O)O (4-(α-phosphonoacetamido)-picolinic acid). RXN SMILES: [P:1]([CH2:5][C:6]([NH:8][C:9]1[CH:14]=[CH:13][N:12]=[C:11]([C:15]([OH:17])=[O:16])[CH:10]=1)=[O:7])([OH:4])([OH:3])=[O:2]>O.[Pt]=O>[P:1]([CH2:5][C:6]([NH:8][CH:9]1[CH2:14][CH2:13][NH:12][CH:11]([C:15]([OH:17])=[O:16])[CH2:10]1)=[O:7])([OH:3])([OH:4])=[O:2]. The solvent is O (water). Reagents/catalysts: [Pt]=O (platinum oxide). Product: P(=O)(O)(O)CC(=O)NC1CC(NCC1)C(=O)O (4-(α-phosphonoacetamido)-piperidine-2-carboxylic acid). Reactants: N1(CCCC1)CC1NCCOC1 (3-(pyrrolidin-1-ylmethyl)morpholine), ClC=1C=C2C(CC(C2=CC1)C(=O)Cl)=O (5-chloro-3-oxo-indan-1-carbonyl chloride). The solvent is C(C)N(CC)CC (triethylamine). Product: Cl.ClC=1C=C2C(CC(C2=CC1)C(=O)N1C(COCC1)CN1CCCC1)=O (4-(5-chloro-3-oxoindan-1-carbonyl)-3-(pyrrolidin-1-ylmethyl)morpholine hydrochloride). The yield is 104.6%. Reaction SMILES: [N:1]1([CH2:6][CH:7]2[CH2:12][O:11][CH2:10][CH2:9][NH:8]2)[CH2:5][CH2:4][CH2:3][CH2:2]1.[Cl:13][C:14]1[CH:15]=[C:16]2[C:20](=[CH:21][CH:22]=1)[CH:19]([C:23](Cl)=[O:24])[CH2:18][C:17]2=[O:26]>C(N(CC)CC)C>[ClH:13].[Cl:13][C:14]1[CH:15]=[C:16]2[C:20](=[CH:21][CH:22]=1)[CH:19]([C:23]([N:8]1[CH2:9][CH2:10][O:11][CH2:12][CH:7]1[CH2:6][N:1]1[CH2:2][CH2:3][CH2:4][CH2:5]1)=[O:24])[CH2:18][C:17]2=[O:26] |f:3.4|. Reported procedure: The procedure described in Example 24 was repeated, but using 0.89 g of 3-(pyrrolidin-1-ylmethyl)morpholine, 2.0 ml of triethylamine and 0.91 g of 5-chloro-3-oxo-indan-1-carbonyl chloride, to afford 0.83 g of the title compound, melting at 220°-229° C. (dec.).